This data is from the Open Reaction Database (ORD), a public repository of structured organic reaction records. The task is: describe an organic reaction: reactants, conditions, products, and yield Reactants: NC1=C(C=CC=C1C(F)(F)F)C(=O)C1=CC(=CC=C1)O ([2-amino-3-(trifluoromethyl)phenyl]-(3-hydroxy-phenyl)methanone), FC=1C=C(C=CC1)CC=O ((3-Fluoro-phenyl)-acetaldehyde). Product: FC=1C=C(C=CC1)C=1C=NC2=C(C=CC=C2C1C=1C=C(C=CC1)O)C(F)(F)F (3-[3-(3-FLUOROPHENYL)-8-(TRIFLUOROMETHYL)QUINOLIN-4-YL]PHENOL). Reaction SMILES: [NH2:1][C:2]1[C:7]([C:8]([F:11])([F:10])[F:9])=[CH:6][CH:5]=[CH:4][C:3]=1[C:12]([C:14]1[CH:19]=[CH:18][CH:17]=[C:16]([OH:20])[CH:15]=1)=O.[F:21][C:22]1[CH:23]=[C:24]([CH2:28][CH:29]=O)[CH:25]=[CH:26][CH:27]=1>>[F:21][C:22]1[CH:23]=[C:24]([C:28]2[CH:29]=[N:1][C:2]3[C:3]([C:12]=2[C:14]2[CH:15]=[C:16]([OH:20])[CH:17]=[CH:18][CH:19]=2)=[CH:4][CH:5]=[CH:6][C:7]=3[C:8]([F:11])([F:10])[F:9])[CH:25]=[CH:26][CH:27]=1. Procedure: The title compound was prepared from [2-amino-3-(trifluoromethyl)phenyl]-(3-hydroxy-phenyl)methanone and (3-Fluoro-phenyl)-acetaldehyde following the procedure of Example 457: MS (ESI) m/z 384; HRMS: calcd for C22H13F4NO+H+, 384.10060; found (ESI, [M+H]+), 384.0992;